Dataset: the Open Reaction Database (ORD), a public repository of structured organic reaction records. Task: describe an organic reaction: reactants, conditions, products, and yield Starting materials: CC(NCCc1ccc(OCC(=O)N(C)C)c(N(C)C)c1)C(O)c1ccc(O)cc1, Cl, [Na+], [OH-]. Yields the product CC(NCCc1ccc(OCC(=O)O)c(N(C)C)c1)C(O)c1ccc(O)cc1. Reaction SMILES: [CH3:1][N:2]([C:3]([CH2:4][O:5][c:6]1[c:7]([N:26]([CH3:27])[CH3:28])[cH:8][c:9]([CH2:12][CH2:13][NH:14][CH:15]([CH:16]([c:17]2[cH:18][cH:19][c:20]([OH:23])[cH:21][cH:22]2)[OH:24])[CH3:25])[cH:10][cH:11]1)=[O:29])[CH3:30].[ClH:31].[Na+:33].[OH-:32]>>[C:3]([CH2:4][O:5][c:6]1[c:7]([N:26]([CH3:27])[CH3:28])[cH:8][c:9]([CH2:12][CH2:13][NH:14][CH:15]([CH:16]([c:17]2[cH:18][cH:19][c:20]([OH:23])[cH:21][cH:22]2)[OH:24])[CH3:25])[cH:10][cH:11]1)([OH:29])=[O:32]. Reactants: C(C)(C)OC1=CC=C(C=C1)OC(C)=O (acetic acid 4-isopropoxy-phenyl ester), BrN1C(CCC1=O)=O (N-bromsuccinimide). The solvent is CC#N (MeCN). Conditions: time 18 hour. Product: BrC=1C=C(C=CC1OC(C)C)OC(C)=O (acetic acid 3-bromo-4-isopropoxy-phenyl ester). Reaction SMILES: [CH:1]([O:4][C:5]1[CH:10]=[CH:9][C:8]([O:11][C:12](=[O:14])[CH3:13])=[CH:7][CH:6]=1)([CH3:3])[CH3:2].[Br:15]N1C(=O)CCC1=O>CC#N>[Br:15][C:6]1[CH:7]=[C:8]([O:11][C:12](=[O:14])[CH3:13])[CH:9]=[CH:10][C:5]=1[O:4][CH:1]([CH3:3])[CH3:2]. Procedure: To a solution of acetic acid 4-isopropoxy-phenyl ester (1.04 g, 5.35 mmol, 1 eq.) in MeCN (22 mL), N-bromsuccinimide (953 mg, 5.35 mmol, 1 eq.) was added. The resulting mixture was stirred at r.t. for 18 hours. The solvent was removed in vacuo. The residue was partitioned between water and Et2O. The org. layer was dried over MgSO4, filtered, and concentrated in vacuo to give acetic acid 3-bromo-4-isopropoxy-phenyl ester as an orange oil. The product was used without further purification. Yields the product Cl.Cl.N[C@@H]1CN(CC1)[C@@H](C(F)(F)F)C=1C=CC=2N(C1)C(=NN2)C2=NC1=C(C=CC=C1C=C2)OCCO (2-(2-(6-((R)-1-((S)-3-aminopyrrolidin-1-yl)-2,2,2-trifluoroethyl)-[1,2,4]triazolo[4,3-a]pyridin-3-yl)quinolin-8-yloxy)ethanol dihydrochloride). The yield is 228.4%. Run at time 30 minute. Run in ClCCl (dichloromethane). Procedure: To a solution of tert-butyl (S)-1-((R)-2,2,2-trifluoro-1-(3-(8-(2-hydroxyethoxy)quinolin-2-yl)-[1,2,4]triazolo[4,3-a]pyridin-6-yl)ethyl)pyrrolidin-3-ylcarbamate (0.40 g, 0.70 mmol) in dichloromethane (1 mL) was added hydrochloric acid (5-6M in 2-propanol; 7.0 mL, 0.61 mmol). The reaction mixture was stirred at ambient temperature for 30 minutes. The solvent was removed under reduced pressure, and the resulting solid was suspended in acetonitrile (3 mL) and stirred at ambient temperature for 5 mi... Reactants: FC([C@@H](C=1C=CC=2N(C1)C(=NN2)C2=NC1=C(C=CC=C1C=C2)OCCO)N2C[C@H](CC2)NC(OC(C)(C)C)=O)(F)F (tert-butyl (S)-1-((R)-2,2,2-trifluoro-1-(3-(8-(2-hydroxyethoxy)quinolin-2-yl)-[1,2,4]triazolo[4,3-a]pyridin-6-yl)ethyl)pyrrolidin-3-ylcarbamate), Cl (hydrochloric acid). Reaction SMILES: [F:1][C:2]([F:41])([F:40])[C@H:3]([N:27]1[CH2:31][CH2:30][C@H:29]([NH:32]C(=O)OC(C)(C)C)[CH2:28]1)[C:4]1[CH:5]=[CH:6][C:7]2[N:8]([C:10]([C:13]3[CH:22]=[CH:21][C:20]4[C:15](=[C:16]([O:23][CH2:24][CH2:25][OH:26])[CH:17]=[CH:18][CH:19]=4)[N:14]=3)=[N:11][N:12]=2)[CH:9]=1.[ClH:42]>ClCCl>[ClH:42].[ClH:42].[NH2:32][C@H:29]1[CH2:30][CH2:31][N:27]([C@H:3]([C:4]2[CH:5]=[CH:6][C:7]3[N:8]([C:10]([C:13]4[CH:22]=[CH:21][C:20]5[C:15](=[C:16]([O:23][CH2:24][CH2:25][OH:26])[CH:17]=[CH:18][CH:19]=5)[N:14]=4)=[N:11][N:12]=3)[CH:9]=2)[C:2]([F:40])([F:41])[F:1])[CH2:28]1 |f:3.4.5|.